This data is from the Open Reaction Database (ORD), a public repository of structured organic reaction records. The task is: describe an organic reaction: reactants, conditions, products, and yield The reactants are CC1(NC2=CC=CC=C2CC1)C (2,2-dimethyl-1,2,3,4-tetrahydroquinoline), BrCC(=O)C1=CC=C(C=C1)F (2-bromo-4'-fluoroacetophenone). The solvent is CN(C=O)C (N,N-dimethylformamide). Yields the product FC1=CC=C(C(=O)CN2C(CCC3=CC=CC=C23)(C)C)C=C1 (N-(4-fluorobenzoylmethyl)-2,2-dimethyl-1,2,3,4-tetrahydroquinoline). Isolated yield 85.2%. RXN SMILES: [CH3:1][C:2]1([CH3:12])[CH2:11][CH2:10][C:9]2[C:4](=[CH:5][CH:6]=[CH:7][CH:8]=2)[NH:3]1.Br[CH2:14][C:15]([C:17]1[CH:22]=[CH:21][C:20]([F:23])=[CH:19][CH:18]=1)=[O:16]>CN(C)C=O>[F:23][C:20]1[CH:21]=[CH:22][C:17]([C:15]([CH2:14][N:3]2[C:4]3[C:9](=[CH:8][CH:7]=[CH:6][CH:5]=3)[CH2:10][CH2:11][C:2]2([CH3:12])[CH3:1])=[O:16])=[CH:18][CH:19]=1. Reported procedure: A stirred mixture of 2,2-dimethyl-1,2,3,4-tetrahydroquinoline (4.69 g) and 2-bromo-4'-fluoroacetophenone (3.17 g) in dry N,N-dimethylformamide (6 ml) was heated at 70°-80° C. for 5 hours under nitrogen. The reaction mixture was poured was triturated with diethyl ether to give pale yellow crystals. The crystals were collected and washed with methanol to give N-(4-fluorobenzoylmethyl)-2,2-dimethyl-1,2,3,4-tetrahydroquinoline (3.7 g). The reactants are CC(=O)O[BH-](OC(C)=O)OC(C)=O, C=O, CC(=O)O, ClCCl, COCCOc1ccn2c(-c3ccc4cccc(OC5CCNCC5F)c4n3)cnc2c1, [K+], [K+], [Na+], O=C([O-])[O-]. RXN SMILES: [C:39]([O:40][BH-:41]([O:42][C:43](=[O:44])[CH3:45])[O:46][C:47](=[O:48])[CH3:49])(=[O:50])[CH3:51].[CH2:33]=[O:34].[CH3:35][C:36](=[O:37])[OH:38].[Cl:59][CH2:60][Cl:61].[F:1][CH:2]1[CH2:3][NH:4][CH2:5][CH2:6][CH:7]1[O:8][c:9]1[cH:10][cH:11][cH:12][c:13]2[cH:14][cH:15][c:16](-[c:19]3[cH:20][n:21][c:22]4[n:23]3[cH:24][cH:25][c:26]([O:28][CH2:29][CH2:30][O:31][CH3:32])[cH:27]4)[n:17][c:18]12.[K+:53].[K+:54].[Na+:52].[O-:55][C:56]([O-:57])=[O:58]>>[F:1][CH:2]1[CH2:3][N:4]([CH3:35])[CH2:5][CH2:6][CH:7]1[O:8][c:9]1[cH:10][cH:11][cH:12][c:13]2[cH:14][cH:15][c:16](-[c:19]3[cH:20][n:21][c:22]4[n:23]3[cH:24][cH:25][c:26]([O:28][CH2:29][CH2:30][O:31][CH3:32])[cH:27]4)[n:17][c:18]12. Yields the product COCCOc1ccn2c(-c3ccc4cccc(OC5CCN(C)CC5F)c4n3)cnc2c1. The reactants are CON=C(C(=O)O)c1csc(NC(c2ccccc2)(c2ccccc2)c2ccccc2)n1, COC(Cn1c(=S)[nH][nH]c(=O)c1=O)OC, CN(C)C=O, C(=NC1CCCCC1)=NC1CCCCC1. The product is CON=C(C(=O)Sc1n[nH]c(=O)c(=O)n1CC(OC)OC)c1csc(NC(c2ccccc2)(c2ccccc2)c2ccccc2)n1. RXN SMILES: [CH3:16][O:17][N:18]=[C:19]([C:20](=[O:21])[OH:22])[c:23]1[n:24][c:25]([NH:28][C:29]([c:30]2[cH:31][cH:32][cH:33][cH:34][cH:35]2)([c:36]2[cH:37][cH:38][cH:39][cH:40][cH:41]2)[c:42]2[cH:43][cH:44][cH:45][cH:46][cH:47]2)[s:26][cH:27]1.[CH3:48][O:49][CH:50]([CH2:51][n:52]1[c:53](=[S:60])[nH:54][nH:55][c:56](=[O:59])[c:57]1=[O:58])[O:61][CH3:62].[CH3:63][N:64]([CH3:65])[CH:66]=[O:67].[CH:1]1([N:2]=[C:3]=[N:4][CH:5]2[CH2:6][CH2:7][CH2:8][CH2:9][CH2:10]2)[CH2:11][CH2:12][CH2:13][CH2:14][CH2:15]1>>[CH3:16][O:17][N:18]=[C:19]([C:20](=[O:22])[S:60][c:53]1[n:52]([CH2:51][CH:50]([O:49][CH3:48])[O:61][CH3:62])[c:57](=[O:58])[c:56](=[O:59])[nH:55][n:54]1)[c:23]1[n:24][c:25]([NH:28][C:29]([c:30]2[cH:31][cH:32][cH:33][cH:34][cH:35]2)([c:36]2[cH:37][cH:38][cH:39][cH:40][cH:41]2)[c:42]2[cH:43][cH:44][cH:45][cH:46][cH:47]2)[s:26][cH:27]1. Reactants: FC1=CC=C(C=C1)C1=C(C(=NC=2C(CN(CC12)C(=O)OCC[Si](C)(C)C)(C)C)C(C)C)C=O (2-(trimethylsilyl)ethyl 4-(4-fluorophenyl)-3-formyl-2-isopropyl-8,8-dimethyl-7,8-dihydro-1,6-naphthyridine-6(5H)-carboxylate), FC1=CC=C(C=C1)C1=C(C(=NC=2C(CN(CC12)C(=O)OCC[Si](C)(C)C)(C)C)C(C)C)C=O (2-(trimethylsilyl)ethyl 4-(4-fluorophenyl)-3-formyl-2-isopropyl-8,8-dimethyl-7,8-dihydro-1,6-naphthyridine-6(5H)-carboxylate), C[Si](C)(C)C#N (trimethylsilyl cyanide), CO (MeOH), C[Si](C)(C)C#N (trimethylsilyl cyanide), Cl (HCl). The reagents and catalysts are [I-].[Zn+2].[I-] (zinc iodide). Run in C(Cl)Cl (CH2Cl2). Conditions: time 2.5 hour. Product: C(#N)C(C=1C(=NC=2C(CN(CC2C1C1=CC=C(C=C1)F)C(=O)OCC[Si](C)(C)C)(C)C)C(C)C)O (2-(trimethylsilyl)ethyl 3-(cyano(hydroxy)methyl)-4-(4-fluorophenyl)-2-isopropyl-8,8-dimethyl-7,8-dihydro-1,6-naphthyridine-6(5H)-carboxylate). Yield: 92.0%. RXN SMILES: [F:1][C:2]1[CH:7]=[CH:6][C:5]([C:8]2[C:17]3[CH2:16][N:15]([C:18]([O:20][CH2:21][CH2:22][Si:23]([CH3:26])([CH3:25])[CH3:24])=[O:19])[CH2:14][C:13]([CH3:28])([CH3:27])[C:12]=3[N:11]=[C:10]([CH:29]([CH3:31])[CH3:30])[C:9]=2[CH:32]=[O:33])=[CH:4][CH:3]=1.C[Si]([C:38]#[N:39])(C)C.CO.Cl>C(Cl)Cl.[I-].[Zn+2].[I-]>[C:38]([CH:32]([OH:33])[C:9]1[C:10]([CH:29]([CH3:30])[CH3:31])=[N:11][C:12]2[C:13]([CH3:28])([CH3:27])[CH2:14][N:15]([C:18]([O:20][CH2:21][CH2:22][Si:23]([CH3:24])([CH3:25])[CH3:26])=[O:19])[CH2:16][C:17]=2[C:8]=1[C:5]1[CH:6]=[CH:7][C:2]([F:1])=[CH:3][CH:4]=1)#[N:39] |f:5.6.7|. Procedure: A mixture of 2-(trimethylsilyl)ethyl 4-(4-fluorophenyl)-3-formyl-2-isopropyl-8,8-dimethyl-7,8-dihydro-1,6-naphthyridine-6(5H)-carboxylate (intermediate 1) (4.28 g, 9.09 mmol), trimethylsilyl cyanide (1.46 ml, 10.91 mmol) and zinc iodide (0.145 g, 0.455 mmol) in CH2Cl2 (5 mL) was stirred at room temperature for 2.5 h. MeOH (100 mL) was added and the reaction stirred 22 h at room temperature. Additional trimethylsilyl cyanide (2 mL) was added and stirring continued at room temperature for 24 h. 1M...